Task: describe an organic reaction: reactants, conditions, products, and yield. Dataset: the Open Reaction Database (ORD), a public repository of structured organic reaction records Reactants: ice water, 32, N1(CCNCC1)C(=O)OCC (ethyl 1-piperazinecarboxylate), ClC1=NSC2=C1C=CC=C2 (3-chloro-1,2-benzisothiazole). Run in CN(C(C)=O)C (N,N-dimethylacetamide). Run at temperature 150 celsius, time 0.5 hour. Yields the product 13, S1N=C(C2=C1C=CC=C2)N2CCN(CC2)C(=O)OCC (ethyl 4-(1,2-benzisothiazol-3-yl)-1-piperazinecarboxylate). The yield is 44.0%. RXN SMILES: [N:1]1([C:7]([O:9][CH2:10][CH3:11])=[O:8])[CH2:6][CH2:5][NH:4][CH2:3][CH2:2]1.Cl[C:13]1[C:17]2[CH:18]=[CH:19][CH:20]=[CH:21][C:16]=2[S:15][N:14]=1>CN(C)C(=O)C>[S:15]1[C:16]2[CH:21]=[CH:20][CH:19]=[CH:18][C:17]=2[C:13]([N:4]2[CH2:5][CH2:6][N:1]([C:7]([O:9][CH2:10][CH3:11])=[O:8])[CH2:2][CH2:3]2)=[N:14]1. Procedure: A mixture of 32 parts of ethyl 1-piperazinecarboxylate, 17 parts of 3-chloro-1,2-benzisothiazole and 45 parts of N,N-dimethylacetamide was stirred for 0.5 hours at 150° C. After cooling to 50° C., the reaction mixture was poured into ice water. The aqueous layer was decanted and the oily layer was stirred in water. The product from the oil layer was extracted with trichloromethane. The extract was dried, filtered and evaporated. The residue was purified by column chromatography over silica gel u... Starting materials: O, [NH3+]O, O=C1OC(=O)c2c(O)cccc21, [NH3+]O, [NH3+]O, O=P([O-])([O-])[O-]. Product: O=C1c2cccc(O)c2C(=O)N1O. Reaction SMILES: [OH2:24].[OH:18][NH3+:19].[OH:1][c:2]1[c:3]2[c:4]([cH:10][cH:11][cH:12]1)[C:5](=[O:6])[O:7][C:8]2=[O:9].[OH:20][NH3+:21].[OH:22][NH3+:23].[P:13]([O-:14])([O-:15])([O-:16])=[O:17]>>[OH:1][c:2]1[c:3]2[c:4]([cH:10][cH:11][cH:12]1)[C:5](=[O:6])[N:19]([OH:18])[C:8]2=[O:7]. Reactants: C(C)(C)(C)OC(N[C@@H]1C[C@H](C1)N1C(C(C=2C1=NC=CC2)(C)C)=O)=O (tert-butyl(trans-3-(3,3-dimethyl-2-oxo-2,3-dihydro-1H-pyrrolo[2,3-b]pyridin-1-yl)cyclobutyl)carbamate), C(C)(C)(C)OC(N[C@@H]1C[C@H](C1)N1C(C(C=2C1=NC=CC2)(C)C)=O)=O (tert-butyl(trans-3-(3,3-dimethyl-2-oxo-2,3-dihydro-1H-pyrrolo[2,3-b]pyridin-1-yl)cyclobutyl)carbamate), ClC=1SC(=CN1)C1=CC=CC=C1 (2-chloro-5-phenylthiazole). Product: CC1(C(N(C2=NC=CC=C21)[C@@H]2C[C@H](C2)NC=2SC(=CN2)C2=CC=CC=C2)=O)C (3,3-Dimethyl-1-(trans-3-((5-phenylthiazol-2-yl)amino)cyclobutyl)-1H-pyrrolo[2,3-b]pyridin-2(3h)-one). Reaction SMILES: C(O[C:6](=O)[NH:7][C@H:8]1[CH2:11][C@H:10]([N:12]2[C:16]3=[N:17][CH:18]=[CH:19][CH:20]=[C:15]3[C:14]([CH3:22])([CH3:21])[C:13]2=[O:23])[CH2:9]1)(C)(C)C.ClC1[S:27][C:28]([C:31]2[CH:36]=[CH:35][CH:34]=[CH:33][CH:32]=2)=[CH:29][N:30]=1>>[CH3:22][C:14]1([CH3:21])[C:15]2[C:16](=[N:17][CH:18]=[CH:19][CH:20]=2)[N:12]([C@H:10]2[CH2:11][C@H:8]([NH:7][C:6]3[S:27][C:28]([C:31]4[CH:36]=[CH:35][CH:34]=[CH:33][CH:32]=4)=[CH:29][N:30]=3)[CH2:9]2)[C:13]1=[O:23]. Procedure details: 3,3-Dimethyl-1-(trans-3-((5-phenylthiazol-2-yl)amino)cyclobutyl)-1H-pyrrolo[2,3-b]pyridin-2(3h)-one was prepared by Method B7 using starting materials 1-(trans-3-aminocyclobutyl)-3,3-dimethyl-1H-pyrrolo[2,3-b]pyridin-2(3H)-one hydrochloride (intermediate 26, 0.100 g, 0.329 mmol) and 2-chloro-5-phenylthiazole (0.0643 g, 0.329 mmol) at 120° C. for 96 h. M+1: 391.1. 1H NMR (400 MHz, DMSO-d6) δ ppm 1.31 (s, 6 H) 2.31-2.40 (m, 2 H) 3.21-3.31 (m, 2 H) 4.34-4.43 (m, 1 H) 5.17 (quin, J=8.46 Hz, 1 H) 7.0...